From a dataset of the Open Reaction Database (ORD), a public repository of structured organic reaction records. describe an organic reaction: reactants, conditions, products, and yield Reactants: O1C(CCCC1)N1N=C(C2=CC(=CC=C12)C1=CC(=CC=C1)C(F)(F)F)C=O (1-(Tetrahydro-2H-pyran-2-yl)-5-(3-(trifluoromethyl)phenyl)-1H-indazole-3-carbaldehyde), C1(=C(C=CC=C1)N)N (o-phenylene diamine), S([O-])(O)=O.[Na+] (sodium bisulfite). Reagents/catalysts: Cl (HCl). Run in C1CCOC1 (THF), C(C)(=O)OCC (ethyl acetate). Product: N1C(=NC2=C1C=CC=C2)C2=NN(C1=CC=C(C=C21)C2=CC(=CC=C2)C(F)(F)F)C2OCCCC2 (3-(1H-benzo[d]imidazol-2-yl)-1-(tetrahydro-2H-pyran-2-yl)-5-(3-(trifluoromethyl)phenyl)-1H-indazole). The yield is 50.0%. As a reaction SMILES: [O:1]1[CH2:6][CH2:5][CH2:4][CH2:3][CH:2]1[N:7]1[C:15]2[C:10](=[CH:11][C:12]([C:16]3[CH:21]=[CH:20][CH:19]=[C:18]([C:22]([F:25])([F:24])[F:23])[CH:17]=3)=[CH:13][CH:14]=2)[C:9]([CH:26]=O)=[N:8]1.[C:28]1([NH2:35])[CH:33]=[CH:32][CH:31]=[CH:30][C:29]=1[NH2:34].S(=O)(O)[O-].[Na+]>C1COCC1.Cl.C(OCC)(=O)C>[NH:34]1[C:29]2[CH:30]=[CH:31][CH:32]=[CH:33][C:28]=2[N:35]=[C:26]1[C:9]1[C:10]2[C:15](=[CH:14][CH:13]=[C:12]([C:16]3[CH:21]=[CH:20][CH:19]=[C:18]([C:22]([F:25])([F:24])[F:23])[CH:17]=3)[CH:11]=2)[N:7]([CH:2]2[CH2:3][CH2:4][CH2:5][CH2:6][O:1]2)[N:8]=1 |f:2.3|. Procedure details: 1-(Tetrahydro-2H-pyran-2-yl)-5-(3-(trifluoromethyl)phenyl)-1H-indazole-3-carbaldehyde (15 mg, 0.040 mmol) and o-phenylene diamine (5 mg, 0.046 mmol) were dissolved in dry THF (5 mL) and 2N HCl (1 drop) was added. The solution was heated at a gentle reflux for 30 min and then 1N sodium bisulfite (1 mL) was added. After overnight at reflux, the solution was cooled to room temperature, and diluted with ethyl acetate (25 mL). The mixture was washed with water and brine, dried over Na2SO4, and concen... Starting materials: Cc1cc(C)nc(C)c1, CN(C)C=O, Cc1onc2c1c(=O)n(C1CCCC(N)C1)c1cccc(Cl)c21, O=C(O)CNc1ccccc1, On1nnc2cccnc21. Product: Cc1onc2c1c(=O)n(C1CCCC(NC(=O)CNc3ccccc3)C1)c1cccc(Cl)c21. RXN SMILES: [CH3:45][c:46]1[cH:47][c:48]([CH3:49])[cH:50][c:51]([CH3:52])[n:53]1.[CH3:54][N:55]([CH3:56])[CH:57]=[O:58].[NH2:1][CH:2]1[CH2:3][CH:4]([n:8]2[c:9](=[O:23])[c:10]3[c:11]([c:12]4[c:13]([Cl:18])[cH:14][cH:15][cH:16][c:17]24)[n:19][o:20][c:21]3[CH3:22])[CH2:5][CH2:6][CH2:7]1.[OH:24][C:25](=[O:26])[CH2:27][NH:28][c:29]1[cH:30][cH:31][cH:32][cH:33][cH:34]1.[OH:35][n:36]1[c:37]2[n:38][cH:39][cH:40][cH:41][c:42]2[n:43][n:44]1>>[NH:1]([CH:2]1[CH2:3][CH:4]([n:8]2[c:9](=[O:23])[c:10]3[c:11]([c:12]4[c:13]([Cl:18])[cH:14][cH:15][cH:16][c:17]24)[n:19][o:20][c:21]3[CH3:22])[CH2:5][CH2:6][CH2:7]1)[C:25](=[O:24])[CH2:27][NH:28][c:29]1[cH:30][cH:31][cH:32][cH:33][cH:34]1. Starting materials: BrC=1C(=NC2=CC=C(C=C2N1)C(=O)OC)C1=CC=CC=C1 (methyl 3-bromo-2-phenylquinoxaline-6-carboxylate), C1(CCCC1)N (cyclopentanamine). Run in CCCCO (n-BuOH). Run at temperature 100 celsius, time 4 hour. Product: C1(CCCC1)NC=1C(=NC2=CC=C(C=C2N1)C(=O)OC)C1=CC=CC=C1 (Methyl 3-(cyclopentylamino)-2-phenylquinoxaline-6-carboxylate). RXN SMILES: Br[C:2]1[C:3]([C:16]2[CH:21]=[CH:20][CH:19]=[CH:18][CH:17]=2)=[N:4][C:5]2[C:10]([N:11]=1)=[CH:9][C:8]([C:12]([O:14][CH3:15])=[O:13])=[CH:7][CH:6]=2.[CH:22]1([NH2:27])[CH2:26][CH2:25][CH2:24][CH2:23]1>CCCCO>[CH:22]1([NH:27][C:2]2[C:3]([C:16]3[CH:21]=[CH:20][CH:19]=[CH:18][CH:17]=3)=[N:4][C:5]3[C:10]([N:11]=2)=[CH:9][C:8]([C:12]([O:14][CH3:15])=[O:13])=[CH:7][CH:6]=3)[CH2:26][CH2:25][CH2:24][CH2:23]1. Procedure: Into an 8-mL sealed tube, was placed methyl 3-bromo-2-phenylquinoxaline-6-carboxylate (200 mg, 0.58 mmol, 1.00 equiv), cyclopentanamine (246.8 mg, 2.90 mmol, 5.00 equiv), and n-BuOH (2 mL). The resulting solution was stirred for 4 hrs at 100° C. in an oil bath. The resulting mixture was concentrated in vacuo. The residue was purified by silica gel chromatography with ethyl acetate/petroleum ether (1:50) resulting in 214.1 mg (crude) of methyl 3-(cyclopentylamino)-2-phenylquinoxaline-6-carboxylat... The reactants are FC1=CC=C(C=C1)[N+](=O)[O-] (1-fluoro-4-nitrobenzene), C([O-])([O-])=O.[K+].[K+] (potassium carbonate), N1N=NN=C1 (1H-tetrazole). Run in CN(C=O)C (dimethylformamide). Product: [N+](=O)([O-])C1=CC=C(C=C1)N1N=CN=N1 (2-(4-Nitro-phenyl)-2H-tetrazole). Yield: 24.0%. Reaction SMILES: F[C:2]1[CH:7]=[CH:6][C:5]([N+:8]([O-:10])=[O:9])=[CH:4][CH:3]=1.C(=O)([O-])[O-].[K+].[K+].[NH:17]1[CH:21]=[N:20][N:19]=[N:18]1>CN(C)C=O>[N+:8]([C:5]1[CH:6]=[CH:7][C:2]([N:18]2[N:19]=[N:20][CH:21]=[N:17]2)=[CH:3][CH:4]=1)([O-:10])=[O:9] |f:1.2.3|. Procedure: A mixture of 1-fluoro-4-nitrobenzene (20 g), potassium carbonate (23.5 g) and 1H-tetrazole (12 g) in dimethylformamide (60 ml) was heated to 100° under nitrogen for 24 h. On cooling, the solvent was evaporated and the residue taken up in water, extracted with dichloromethane (4×100 ml), dried (Na2SO4) and evaporated to give an orange solid. This was purified by FCC (cyclohexane/ethyl acetate (3:1)) to give the title compound as a solid (6.5 g). Run in O (H2O). Product: CC(C(=O)O)C(CCCCC1=CC=CC=C1)(C(C)C)O (methyl 3-hydroxy-3-isopropyl-7-phenylheptanoic acid). Run at temperature 25 celsius. Starting materials: Cl (HCl), OC(CC(=O)OC)(CCCCC1=CC=CC=C1)C(C)C (methyl 3-hydroxy-3-isopropyl-7-phenylheptanoate), CO (MeOH), LiOH monohydrate. RXN SMILES: [OH:1][C:2]([CH:18]([CH3:20])[CH3:19])([CH2:8][CH2:9][CH2:10][CH2:11][C:12]1[CH:17]=[CH:16][CH:15]=[CH:14][CH:13]=1)[CH2:3][C:4]([O:6]C)=[O:5].[CH3:21]O.Cl>O>[CH3:21][CH:3]([C:2]([OH:1])([CH:18]([CH3:20])[CH3:19])[CH2:8][CH2:9][CH2:10][CH2:11][C:12]1[CH:17]=[CH:16][CH:15]=[CH:14][CH:13]=1)[C:4]([OH:6])=[O:5]. Procedure: To a solution of 0.88 g (3.17 mmol) of the methyl 3-hydroxy-3-isopropyl-7-phenylheptanoate in 30 mL of 1:1:1-THF:MeOH:H2O is added 1.08 g (25.36 mmol, 8 eq) of LiOH monohydrate and this is stirred at 25° C. for 1 month. This mixture is then acidified to pH=6 with 1 N HCl and then partitioned between ethyl acetate and water. The organics are dried (Na2SO4) and concentrated in vacuo to afford methyl 3-hydroxy-3-isopropyl-7-phenylheptanoic acid in the form of a pale yellow crystalline solid. (0.59 ... Reactants: NC=1C(=NC(=CC1)C1=CC=CC=C1)NC (3-amino-2-methylamino-6-phenylpyridine), C(CO)(=O)O (glycolic acid). Product: OCC1=NC=2C(=NC(=CC2)C2=CC=CC=C2)N1C (2-Hydroxymethyl-3-methyl-5-phenyl-3H-imidazo[4,5-b]-pyridine). Isolated yield 15.3%. RXN SMILES: [NH2:1][C:2]1[C:3]([NH:14][CH3:15])=[N:4][C:5]([C:8]2[CH:13]=[CH:12][CH:11]=[CH:10][CH:9]=2)=[CH:6][CH:7]=1.[C:16]([OH:20])(=O)[CH2:17]O>>[OH:20][CH2:16][C:17]1[N:14]([CH3:15])[C:3]2=[N:4][C:5]([C:8]3[CH:13]=[CH:12][CH:11]=[CH:10][CH:9]=3)=[CH:6][CH:7]=[C:2]2[N:1]=1. Procedure details: A procedure similar to that described in Preparation 43 was repeated, except that 4.9 g of 3-amino-2-methylamino-6-phenylpyridine (prepared as described in Preparation 109) and 5.6 g of glycolic acid were used, and that the product was purified by column chromatography through silica gel, using a gradient elution method, with mixtures of ethyl acetate and ethanol in ratios ranging from 1:0 to 10:1 by volume as the eluent, to give 0.9 g of the title compound, melting at 174°-177° C.